This data is from the Open Reaction Database (ORD), a public repository of structured organic reaction records. The task is: describe an organic reaction: reactants, conditions, products, and yield Yield: 82.7%. Conditions: time 8 hour. As a reaction SMILES: [NH2:1][C:2]1[CH:3]=[C:4]([C:8]2[CH:22]=[C:21]([CH3:23])[C:11]([O:12][CH2:13][CH:14]3[CH2:19][CH2:18][CH2:17][N:16]([CH3:20])[CH2:15]3)=[C:10]([CH3:24])[CH:9]=2)[CH:5]=[CH:6][CH:7]=1.N1C=CC=CC=1.[C:31](OC(=O)C)(=[O:33])[CH3:32]>ClCCl.O.C(OCC)(=O)C>[C:31]([NH:1][C:2]1[CH:3]=[C:4]([C:8]2[CH:22]=[C:21]([CH3:23])[C:11]([O:12][CH2:13][CH:14]3[CH2:19][CH2:18][CH2:17][N:16]([CH3:20])[CH2:15]3)=[C:10]([CH3:24])[CH:9]=2)[CH:5]=[CH:6][CH:7]=1)(=[O:33])[CH3:32]. Procedure details: To a solution of 3-[4-(3-aminophenyl)-2,6-dimethylphenoxymethyl]-1-methylpiperidine (513 mg, 1.58 mmol) in dichloromethane at 0° C. was added pyridine (1.3 mL, 16 mmol) and acetic anhydride (0.75 mL, 8.0 mmol). The mixture was stirred overnight at a temperature range from 0° C. to room temperature, and diluted with water and ethyl acetate. The aqueous layer was extracted with dichloromethane (3X), and the organic layers were dried and concentrated. The residue was purified on silica gel, eluting... Reactants: NC=1C=C(C=CC1)C1=CC(=C(OCC2CN(CCC2)C)C(=C1)C)C (3-[4-(3-aminophenyl)-2,6-dimethylphenoxymethyl]-1-methylpiperidine), N1=CC=CC=C1 (pyridine), C(C)(=O)OC(C)=O (acetic anhydride). Solvent: ClCCl (dichloromethane), O (water), C(C)(=O)OCC (ethyl acetate). The product is C(C)(=O)NC=1C=C(C=CC1)C1=CC(=C(OCC2CN(CCC2)C)C(=C1)C)C (3-[4-(3-acetylaminophenyl)-2,6-dimethylphenoxymethyl]-1-methylpiperidine). The reactants are ClC=1C=C(C=CC1OCC1=NC=CC=C1)NC1=C2C(=NC=N1)NN=C2OCCNCCO (2-({2-[(4-{[3-chloro-4-(pyridin-2-ylmethoxy)phenyl]amino}-1H-pyrazolo[3,4-d]pyrimidin-3-yl)oxy]ethyl}amino)ethanol), C(=O)(C=1NC=CN1)C=1NC=CN1 (carbonyl diimidazole). The solvent is CC(=O)N(C)C (DMA). Conditions: time 1 hour. The product is ClC=1C=C(C=CC1OCC1=NC=CC=C1)NC1=C2C(=NC=N1)NN=C2OCCN2C(OCC2)=O (3-{2-[(4-{[3-chloro-4-(pyridin-2-ylmethoxy)phenyl]amino}-1H-pyrazolo[3,4-d]pyrimidin-3-yl)oxy]ethyl}-1,3-oxazolidin-2-one). The yield is 69.2%. RXN SMILES: [Cl:1][C:2]1[CH:3]=[C:4]([NH:16][C:17]2[N:22]=[CH:21][N:20]=[C:19]3[NH:23][N:24]=[C:25]([O:26][CH2:27][CH2:28][NH:29][CH2:30][CH2:31][OH:32])[C:18]=23)[CH:5]=[CH:6][C:7]=1[O:8][CH2:9][C:10]1[CH:15]=[CH:14][CH:13]=[CH:12][N:11]=1.[C:33](C1NC=CN=1)(C1NC=CN=1)=[O:34]>CC(N(C)C)=O>[Cl:1][C:2]1[CH:3]=[C:4]([NH:16][C:17]2[N:22]=[CH:21][N:20]=[C:19]3[NH:23][N:24]=[C:25]([O:26][CH2:27][CH2:28][N:29]4[CH2:30][CH2:31][O:32][C:33]4=[O:34])[C:18]=23)[CH:5]=[CH:6][C:7]=1[O:8][CH2:9][C:10]1[CH:15]=[CH:14][CH:13]=[CH:12][N:11]=1. Procedure: 2-({2-[(4-{[3-chloro-4-(pyridin-2-ylmethoxy)phenyl]amino}-1H-pyrazolo[3,4-d]pyrimidin-3-yl)oxy]ethyl}amino)ethanol (prepared as described in Example 36/27 mg, 0.06 mmol) was dissolved in DMA (0.7 ml) and carbonyl diimidazole (14 mg, 0.09 mmol) was added at −15° C. The temperature was slowly raised to room temperature and the reaction mixture was stirred for 1 hour. The crude mixture was purified by preparative HPLC (column beta-basic, Hypercil 5 μm, 21×100 mm) eluting with a mixture of water and... The reactants are C(C1=CC=CC=C1)N1CCN(CC1)C=1C=NC=CC1 (1-Benzyl-4-pyridin-3-yl-piperazin). Reagents/catalysts: [Pd] (palladium on charcoal). Run in CO (methanol). The product is N1=CC(=CC=C1)N1CCNCC1 (1-Pyridin-3-yl-piperazine). The yield is 62.0%. Reaction SMILES: C([N:8]1[CH2:13][CH2:12][N:11]([C:14]2[CH:15]=[N:16][CH:17]=[CH:18][CH:19]=2)[CH2:10][CH2:9]1)C1C=CC=CC=1>[Pd].CO>[N:16]1[CH:17]=[CH:18][CH:19]=[C:14]([N:11]2[CH2:10][CH2:9][NH:8][CH2:13][CH2:12]2)[CH:15]=1. Reported procedure: 31.3 g 1-Benzyl-4-pyridin-3-yl-piperazin was hydrogenated at 5 bar on 4 g 10% palladium on charcoal in 300 mL methanol at 50° C. for 25 h. The reaction was filtered. The filtrate was evaporated and purified by chromatography on silica gel (dichlormethane/methanol/ammonia (9/1/0.1)). 12.5 g of the desired compound was obtained. The reactants are ClC1=CC=C(C(=O)C2=CC(=CN2)C(=O)OCC)C=C1 (Ethyl 5-(4-chlorobenzoyl)pyrrole-3-carboxylate), [OH-].[Na+] (sodium hydroxide). Run in CO (methanol). Product: ClC1=CC=C(C(=O)C2=CC(=CN2)C(=O)O)C=C1 (5-(4-chlorobenzoyl)-pyrrole-3-carboxylic acid). The yield is 87.4%. Reaction SMILES: [Cl:1][C:2]1[CH:19]=[CH:18][C:5]([C:6]([C:8]2[NH:12][CH:11]=[C:10]([C:13]([O:15]CC)=[O:14])[CH:9]=2)=[O:7])=[CH:4][CH:3]=1.[OH-].[Na+]>CO>[Cl:1][C:2]1[CH:19]=[CH:18][C:5]([C:6]([C:8]2[NH:12][CH:11]=[C:10]([C:13]([OH:15])=[O:14])[CH:9]=2)=[O:7])=[CH:4][CH:3]=1 |f:1.2|. Procedure: Ethyl 5-(4-chlorobenzoyl)pyrrole-3-carboxylate (0.7 g.) was combined with 20 ml. of methanol and 15 ml. of 1 N sodium hydroxide and boiled in an open flask for 1 hour. Most of the methanol evaporated. The mixture was diluted to 40 ml. with water, treated with activated charcoal, and acidified to yield 5-(4-chlorobenzoyl)-pyrrole-3-carboxylic acid [550 mg., m.p. 278°-280° C. (dec)]. Recrystallization from 1:1 methanol-acetone gave two crops of purified product [385 mg., m.p. 280°-282° C. (dec.)]. The reactants are CCOC(C)=O, COc1ccc(CN2CC=CC2)cc1, CO, CCOC(C)=O, CCCCCC, O, O=C(OO)c1cccc(Cl)c1, O=S(=O)(O)O. Yields the product COc1ccc(CN2CC3OC3C2)cc1. As a reaction SMILES: [C:40]([O:41][CH2:42][CH3:43])(=[O:44])[CH3:45].[CH3:1][O:2][c:3]1[cH:4][cH:5][c:6]([CH2:7][N:8]2[CH2:9][CH:10]=[CH:11][CH2:12]2)[cH:13][cH:14]1.[CH3:32][OH:33].[CH3:34][CH2:35][O:36][C:37](=[O:38])[CH3:39].[CH3:46][CH2:47][CH2:48][CH2:49][CH2:50][CH3:51].[OH2:15].[OH:21][O:22][C:23]([c:24]1[cH:25][c:26]([Cl:27])[cH:28][cH:29][cH:30]1)=[O:31].[S:16]([OH:17])(=[O:18])(=[O:19])[OH:20]>>[CH3:1][O:2][c:3]1[cH:4][cH:5][c:6]([CH2:7][N:8]2[CH2:9][CH:10]3[CH:11]([CH2:12]2)[O:17]3)[cH:13][cH:14]1. The reactants are CCCCP(CCCC)CCCC, CC(C)(C)OC(=O)N1CCC(c2ccc(CCO)cc2)C(OCc2ccc3ccccc3c2)C1, c1ccc(Sc2ccccc2)cc1, c1ccncc1. The product is CC(C)(C)OC(=O)N1CCC(c2ccc(CCSc3ccccc3)cc2)C(OCc2ccc3ccccc3c2)C1. As a reaction SMILES: [CH2:35]([P:36]([CH2:37][CH2:38][CH2:39][CH3:40])[CH2:41][CH2:42][CH2:43][CH3:44])[CH2:45][CH2:46][CH3:47].[OH:1][CH2:2][CH2:3][c:4]1[cH:5][cH:6][c:7]([CH:10]2[CH:11]([O:23][CH2:24][c:25]3[cH:26][c:27]4[cH:28][cH:29][cH:30][cH:31][c:32]4[cH:33][cH:34]3)[CH2:12][N:13]([C:16](=[O:17])[O:18][C:19]([CH3:20])([CH3:21])[CH3:22])[CH2:14][CH2:15]2)[cH:8][cH:9]1.[S:48]([c:49]1[cH:50][cH:51][cH:52][cH:53][cH:54]1)[c:55]1[cH:56][cH:57][cH:58][cH:59][cH:60]1.[cH:61]1[cH:62][cH:63][n:64][cH:65][cH:66]1>>[CH2:2]([CH2:3][c:4]1[cH:5][cH:6][c:7]([CH:10]2[CH:11]([O:23][CH2:24][c:25]3[cH:26][c:27]4[cH:28][cH:29][cH:30][cH:31][c:32]4[cH:33][cH:34]3)[CH2:12][N:13]([C:16](=[O:17])[O:18][C:19]([CH3:20])([CH3:21])[CH3:22])[CH2:14][CH2:15]2)[cH:8][cH:9]1)[S:48][c:49]1[cH:50][cH:51][cH:52][cH:53][cH:54]1. Starting materials: BrC1=C(C(=O)OC)C=CC=C1 (methyl 2-bromobenzoate), C1(=CC=C(C2=CC=CC=C12)B(O)O)B(O)O (1,4-naphthalenediboronic acid), P(=O)([O-])([O-])[O-] (phosphate). The reagents and catalysts are C=1C=CC(=CC1)[P](C=2C=CC=CC2)(C=3C=CC=CC3)[Pd]([P](C=4C=CC=CC4)(C=5C=CC=CC5)C=6C=CC=CC6)([P](C=7C=CC=CC7)(C=8C=CC=CC8)C=9C=CC=CC9)[P](C=1C=CC=CC1)(C=1C=CC=CC1)C=1C=CC=CC1 (Pd(PPh3)4). The solvent is O (water), C1CCOC1 (THF). The product is COC(=O)C1=C(C=CC=C1)C1=CC=C(C2=CC=CC=C12)C1=C(C=CC=C1)C(=O)OC (1,4-Bis(2-methoxycarbonylphenyl)naphthalene). RXN SMILES: Br[C:2]1[CH:11]=[CH:10][CH:9]=[CH:8][C:3]=1[C:4]([O:6][CH3:7])=[O:5].[C:12]1(B(O)O)[C:21]2[C:16](=[CH:17][CH:18]=[CH:19][CH:20]=2)[C:15](B(O)O)=[CH:14][CH:13]=1.P([O-])([O-])([O-])=O>O.C1COCC1.C1C=CC([P]([Pd]([P](C2C=CC=CC=2)(C2C=CC=CC=2)C2C=CC=CC=2)([P](C2C=CC=CC=2)(C2C=CC=CC=2)C2C=CC=CC=2)[P](C2C=CC=CC=2)(C2C=CC=CC=2)C2C=CC=CC=2)(C2C=CC=CC=2)C2C=CC=CC=2)=CC=1>[CH3:7][O:6][C:4]([C:3]1[CH:8]=[CH:9][CH:10]=[CH:11][C:2]=1[C:12]1[C:21]2[C:16](=[CH:17][CH:18]=[CH:19][CH:20]=2)[C:15]([C:2]2[CH:11]=[CH:10][CH:9]=[CH:8][C:3]=2[C:4]([O:6][CH3:7])=[O:5])=[CH:14][CH:13]=1)=[O:5] |^1:42,44,63,82|. Procedure: 1.55 g (0.1 mmol) of Pd(PPh3)4 are added to a vigorously stirred, degassed suspension of 21.6 g (7.1 mmol) of methyl 2-bromobenzoate, 10.1 g (28 mmol) of 1,4-naphthalenediboronic acid and 18.9 g (6.6 mmol) of trispotassium phosphate in a mixture of 350 ml of water and 350 ml of THF, and the mixture is refluxed for 60 h. After cooling, the organic phase is separated off, washed three times with 200 ml of water and once with 200 ml of saturated sodium chloride solution and subsequently dried over ... Starting materials: BrCC1=C(C=C(C=C1)[N+](=O)[O-])Cl (4-bromomethyl-3-chloro nitrobenzene), N1C=NC=C1 (imidazole). Solvent: O1CCCC1 (tetrahydrofuran). Yields the product ClC1=C(CN2C=NC=C2)C=CC(=C1)N (1-(2-chloro-4-aminobenzyl)-1H-imidazole). The yield is 47.0%. RXN SMILES: Br[CH2:2][C:3]1[CH:8]=[CH:7][C:6]([N+:9]([O-])=O)=[CH:5][C:4]=1[Cl:12].[NH:13]1[CH:17]=[CH:16][N:15]=[CH:14]1>O1CCCC1>[Cl:12][C:4]1[CH:5]=[C:6]([NH2:9])[CH:7]=[CH:8][C:3]=1[CH2:2][N:13]1[CH:17]=[CH:16][N:15]=[CH:14]1. Reported procedure: A solution of 10 g of 4-bromomethyl-3-chloro nitrobenzene and 5.44 g of imidazole in 125 ml of tetrahydrofuran was refluxed for 4 hrs. The solvent was removed and the residue was dissolved in ethyl acetate. The solution was washed with water and dried over magnesium sulfate. The solvent was removed and the residue was extracted several times with ether. The ether extracts were diluted with two volumes of hexanes. 1-(2-Chloro-4-nitrobenzyl)-1H-imidazole (4.3 g) crystallized as a white solid. A 4 ... The product is C(CC)SC(CC1=CC=CC=C1)SCCC (PHENYL ACETALDEHYDE DIPROPYL MERCAPTAL). Procedure: Into a 100 ml reaction flask equipped with thermometer, reflux condenser and magnetic stirring bar and hot plate equipped with magnetic stirring apparatus is placed 0.2 grams of para-toluenesulfonic acid, 5 ml cyclohexane and 7.6 grams (0.1 mole) of n-propyl mercaptan. With stirring over a period of 25 minutes, 6 grams (0.05 moles) of phenyl acetaldehyde is added to the reaction mass. The reaction mass is then heated to reflux and refluxed for a period of 8.5 hours. During the refluxing period, ... Run at time 25 minute. Reactants: C1(=CC=C(C=C1)S(=O)(=O)O)C (para-toluenesulfonic acid), C1(=CC=CC=C1)CC=O (phenyl acetaldehyde), C1CCCCC1 (cyclohexane), C(CC)S (n-propyl mercaptan). RXN SMILES: C1(C)C=C[C:4]([S:7](O)(=O)=O)=[CH:3][CH:2]=1.C1CCCCC1.[CH2:18]([SH:21])[CH2:19][CH3:20].[C:22]1([CH2:28][CH:29]=O)[CH:27]=[CH:26][CH:25]=[CH:24][CH:23]=1>O>[CH2:18]([S:21][CH:29]([S:7][CH2:4][CH2:3][CH3:2])[CH2:28][C:22]1[CH:27]=[CH:26][CH:25]=[CH:24][CH:23]=1)[CH2:19][CH3:20]. Solvent: O (water). The reactants are C(CC=C)OC1=C(C=CC=C1)CC#N (2-(2-(but-3-en-1-yloxy)phenyl)acetonitrile), [OH-].[Na+] (NaOH), O (water). Run in CCO (EtOH). Yields the product C(CC=C)OC1=C(C=CC=C1)CC(=O)O (2-(2-(But-3-en-1-yloxy)phenyl)acetic acid). Yield: 89.0%. Reaction SMILES: [CH2:1]([O:5][C:6]1[CH:11]=[CH:10][CH:9]=[CH:8][C:7]=1[CH2:12][C:13]#N)[CH2:2][CH:3]=[CH2:4].[OH-:15].[Na+].[OH2:17]>CCO>[CH2:1]([O:5][C:6]1[CH:11]=[CH:10][CH:9]=[CH:8][C:7]=1[CH2:12][C:13]([OH:17])=[O:15])[CH2:2][CH:3]=[CH2:4] |f:1.2|. Procedure details: To a solution of 2-(2-(but-3-en-1-yloxy)phenyl)acetonitrile (1.0 g, 5.34 mmol, 1 equiv) in EtOH (27 mL) was added 10 N NaOH (27 mL). The reaction was heated at reflux for 18 h. Upon cooling to ambient temperature, the reaction was diluted with water and washed with ether. The aqueous layer was acidified with concentrated HCl and extracted with DCM (×3). The combined DCM extracts were dried (Na2SO4) and concentrated in vacuo to provide the product (0.98 g, 89%) as a viscous pale yellow oil. 1H NM...